Dataset: the Open Reaction Database (ORD), a public repository of structured organic reaction records. Task: describe an organic reaction: reactants, conditions, products, and yield Reactants: CC1=C(C=CC=C1)N1N=C2C(=CNC=3C=CC=CC23)C1=O (2-(2-methylphenyl)-2,5-dihydro-3H-pyrazolo[4,3-c]quinolin-3-one), C(C(C)C)N1N=CC(=C1)B1OC(C(O1)(C)C)(C)C (1-iso-butyl-4-(4,4,5,5-tetramethyl-1,3,2-dioxaborolan-2-yl)-1H-pyrazole), BrC1=CC(=C(C=C1)CC=1NC=2C(=CC=C(C2C=2C1C(N(N2)C2=C(C=CC=C2)F)=O)F)F)F ((4-bromo-2-fluorophenyl)methyl-6,9-difluoro-2-(2-fluorophenyl)-2,5-dihydro-3H-pyrazolo[4,3-c]quinolin-3-one), C1(=CC=CC=C1)B(O)O (phenylboronic acid). Yields the product CC1=C(C=CC=C1)N1N=C2C(=CN(C=3C=CC=CC23)CC2=NC=C(C=C2)C2=CC=CC=C2)C1=O (2-(2-Methylphenyl)-5-[(5-phenylpyridin-2-yl)methyl]-2,5-dihydro-3H-pyrazolo[4,3-c]quinolin-3-one). As a reaction SMILES: [CH3:1][C:2]1[CH:7]=[CH:6][CH:5]=[CH:4][C:3]=1[N:8]1[C:20](=[O:21])[C:11]2=[CH:12][NH:13][C:14]3[CH:15]=[CH:16][CH:17]=[CH:18][C:19]=3[C:10]2=[N:9]1.Br[C:23]1[CH:28]=[CH:27][C:26]([CH2:29][C:30]2[NH:31][C:32]3[C:33](F)=CC=C(F)[C:37]=3[C:38]3C=2C(=O)N(C2C=CC=CC=2F)N=3)=[C:25](F)[CH:24]=1.C1(B(O)O)C=CC=CC=1.C(N1C=C(B2OC(C)(C)C(C)(C)O2)C=N1)C(C)C>>[CH3:1][C:2]1[CH:7]=[CH:6][CH:5]=[CH:4][C:3]=1[N:8]1[C:20](=[O:21])[C:11]2=[CH:12][N:13]([CH2:33][C:32]3[CH:37]=[CH:38][C:29]([C:26]4[CH:25]=[CH:24][CH:23]=[CH:28][CH:27]=4)=[CH:30][N:31]=3)[C:14]3[CH:15]=[CH:16][CH:17]=[CH:18][C:19]=3[C:10]2=[N:9]1. Reported procedure: Using the procedure described in Example 95, substituting 5-[5-bromopyridin-2-yl)methyl]-2-(2-methylphenyl)-2,5-dihydro-3H-pyrazolo[4,3-c]quinolin-3-one for 5-[(4-bromo-2-fluorophenyl)methyl-6,9-difluoro-2-(2-fluorophenyl)-2,5-dihydro-3H-pyrazolo[4,3-c]quinolin-3-one, and, substituting phenylboronic acid for 1-iso-butyl-4-(4,4,5,5-tetramethyl-1,3,2-dioxaborolan-2-yl)-1H-pyrazole, the titled compound was obtained: 1H-NMR (400 MHz, CD3OD) δ 9.03 (1H, s), 8.77 (1H, s), 8.36-8.33 (1H, m), 8.10-8.07 ...